Dataset: the Open Reaction Database (ORD), a public repository of structured organic reaction records. Task: describe an organic reaction: reactants, conditions, products, and yield Starting materials: NC(=O)C=1C=C(C=2N(C1)C(=C(N2)C)C(=O)OCC)NCC2=C(C=CC=C2C)CC (Ethyl 6-(aminocarbonyl)-8-(2-ethyl-6-methylbenzylamino)-2-methylimidazo[1,2-a]pyridine-3-carboxylate), [BH4-].[Li+] (lithium borohydride), O1CCCC1 (tetrahydrofuran), [BH4-].[Li+] (lithium borohydride), [BH4-].[Li+] (lithium borohydride). The solvent is CO (methanol), O (water), CO (methanol), CO (methanol). Conditions: time 80 minute. Product: C(C)C1=C(CNC=2C=3N(C=C(C2)C(=O)N)C(=C(N3)C)CO)C(=CC=C1)C (8-(2-ethyl-6-methylbenzylamino)-3-hydroxymethyl-2-methylimidazo[1,2-a]pyridine-6-carboxamide). Yield: 46.0%. RXN SMILES: [NH2:1][C:2]([C:4]1[CH:5]=[C:6]([NH:19][CH2:20][C:21]2[C:26]([CH3:27])=[CH:25][CH:24]=[CH:23][C:22]=2[CH2:28][CH3:29])[C:7]2[N:8]([C:10]([C:14](OCC)=[O:15])=[C:11]([CH3:13])[N:12]=2)[CH:9]=1)=[O:3].[BH4-].[Li+].O1CCCC1>CO.O>[CH2:28]([C:22]1[CH:23]=[CH:24][CH:25]=[C:26]([CH3:27])[C:21]=1[CH2:20][NH:19][C:6]1[C:7]2[N:8]([C:10]([CH2:14][OH:15])=[C:11]([CH3:13])[N:12]=2)[CH:9]=[C:4]([C:2]([NH2:1])=[O:3])[CH:5]=1)[CH3:29] |f:1.2|. Procedure details: Ethyl 6-(aminocarbonyl)-8-(2-ethyl-6-methylbenzylamino)-2-methylimidazo[1,2-a]pyridine-3-carboxylate (280 mg, 0.71 mmol) and lithium borohydride (16 mg, 0.71 mmol) were added to tetrahydrofuran (10 ml) and the reaction mixture was refluxed for 70 min. Additional amounts of lithium borohydride (16 mg) and methanol (45 mg, 1.42 mmol) were added and the mixture was refluxed for 80 min. Additional amounts of lithium borohydride (16 mg) and methanol (22 mg, 71 mmol) were added and the mixture was ref... Reactants: FC1=CC2=C(C=3N(CCO2)C=C(N3)C(=O)N)C=C1C#CC(C)(C=1N(C=CN1)COCC[Si](C)(C)C)O (9-fluoro-10-(3-hydroxy-3-(1-((2-(trimethylsilyl)ethoxy)methyl)-1H-imidazol-2-yl)but-1-yn-1-yl)-5,6-dihydrobenzo[f]imidazo[1,2-d][1,4]oxazepine-2-carboxamide), C(=O)(C(F)(F)F)O (TFA), C([O-])([O-])=O.[K+].[K+] (potassium carbonate). The solvent is ClCCl (dichloromethane), ClCCl (dichloromethane). The product is FC1=CC2=C(C=3N(CCO2)C=C(N3)C(=O)N)C=C1C#CC(C)(C=1NC=CN1)O ((±)-9-fluoro-10-(3-hydroxy-3-(1H-imidazol-2-yl)but-1-yn-1-yl)-5,6-dihydrobenzo[f]imidazo[1,2-d][1,4]oxazepine-2-carboxamide). As a reaction SMILES: [F:1][C:2]1[C:18]([C:19]#[C:20][C:21]([OH:36])([C:23]2[N:24](COCC[Si](C)(C)C)[CH:25]=[CH:26][N:27]=2)[CH3:22])=[CH:17][C:5]2[C:6]3[N:7]([CH:11]=[C:12]([C:14]([NH2:16])=[O:15])[N:13]=3)[CH2:8][CH2:9][O:10][C:4]=2[CH:3]=1.C(O)(C(F)(F)F)=O.C(=O)([O-])[O-].[K+].[K+]>ClCCl>[F:1][C:2]1[C:18]([C:19]#[C:20][C:21]([OH:36])([C:23]2[NH:27][CH:26]=[CH:25][N:24]=2)[CH3:22])=[CH:17][C:5]2[C:6]3[N:7]([CH:11]=[C:12]([C:14]([NH2:16])=[O:15])[N:13]=3)[CH2:8][CH2:9][O:10][C:4]=2[CH:3]=1 |f:2.3.4|. Procedure: A solution of 9-fluoro-10-(3-hydroxy-3-(1-((2-(trimethylsilyl)ethoxy)methyl)-1H-imidazol-2-yl)but-1-yn-1-yl)-5,6-dihydrobenzo[f]imidazo[1,2-d][1,4]oxazepine-2-carboxamide (200 mg, 0.39 mmol, 1.00 equiv) and TFA (1.5 mL) in dichloromethane (4.5 mL) was stirred for 5 h at room temperature. The resulting solution was diluted with 50 mL of dichloromethane. The pH value of the solution was adjusted to 9 with saturated potassium carbonate. The resulting mixture was washed with water, dried over sodium...